The task is: describe an organic reaction: reactants, conditions, products, and yield. This data is from the Open Reaction Database (ORD), a public repository of structured organic reaction records. Starting materials: C1COCCO1, CC(C)CCON=O, COc1c(-c2ccc3nc(N)sc3c2)cc(-n2ccc(=O)[nH]c2=O)cc1C(C)(C)C. Yields the product COc1c(-c2ccc3ncsc3c2)cc(-n2ccc(=O)[nH]c2=O)cc1C(C)(C)C. As a reaction SMILES: [CH2:39]1[O:40][CH2:41][CH2:42][O:43][CH2:44]1.[CH3:31][CH:32]([CH2:33][CH2:34][O:35][N:36]=[O:37])[CH3:38].[NH2:1][c:2]1[s:3][c:4]2[c:5]([n:6]1)[cH:7][cH:8][c:9](-[c:11]1[cH:12][c:13](-[n:23]3[c:24](=[O:30])[nH:25][c:26](=[O:29])[cH:27][cH:28]3)[cH:14][c:15]([C:19]([CH3:20])([CH3:21])[CH3:22])[c:16]1[O:17][CH3:18])[cH:10]2>>[cH:2]1[s:3][c:4]2[c:5]([n:6]1)[cH:7][cH:8][c:9](-[c:11]1[cH:12][c:13](-[n:23]3[c:24](=[O:30])[nH:25][c:26](=[O:29])[cH:27][cH:28]3)[cH:14][c:15]([C:19]([CH3:20])([CH3:21])[CH3:22])[c:16]1[O:17][CH3:18])[cH:10]2. Starting materials: COC1=CC=C(C=C1)C1NCCC2=CC=CC=C12 (1-(4-methoxyphenyl)-1,2,3,4-tetrahydroisoquinoline), FC1=CC=C(C=C1)N=C=O (1-fluoro-4-isocyanatobenzene). Run in C(Cl)Cl (CH2Cl2). Reaction conditions: time 1 hour. The product is FC1=CC=C(C=C1)NC(=O)N1C(C2=CC=CC=C2CC1)C1=CC=C(C=C1)OC (N-(4-fluorophenyl)-1-(4-methoxyphenyl)-3,4-dihydroisoquinoline-2(1H)-carboxamide). RXN SMILES: [CH3:1][O:2][C:3]1[CH:8]=[CH:7][C:6]([CH:9]2[C:18]3[C:13](=[CH:14][CH:15]=[CH:16][CH:17]=3)[CH2:12][CH2:11][NH:10]2)=[CH:5][CH:4]=1.[F:19][C:20]1[CH:25]=[CH:24][C:23]([N:26]=[C:27]=[O:28])=[CH:22][CH:21]=1>C(Cl)Cl>[F:19][C:20]1[CH:25]=[CH:24][C:23]([NH:26][C:27]([N:10]2[CH2:11][CH2:12][C:13]3[C:18](=[CH:17][CH:16]=[CH:15][CH:14]=3)[CH:9]2[C:6]2[CH:5]=[CH:4][C:3]([O:2][CH3:1])=[CH:8][CH:7]=2)=[O:28])=[CH:22][CH:21]=1. Procedure: To a round-bottomed flask containing crude 1-(4-methoxyphenyl)-1,2,3,4-tetrahydroisoquinoline (25 mg, 104 μmol) and CH2Cl2 (10 mL) was added 1-fluoro-4-isocyanatobenzene (0.03 mL, 264 μmol). The solution was stirred at RT. After 1 h, the reaction was concentrated in vacuo and taken up in DMF and purified by reverse-phase preparative HPLC (Shimadzu) on a Phenomenex Gemini™ column (5 micron, C18, 110 Å, Axia, 100×50 mm) eluting at 90 mL/min with an linear gradient of 10% to 100% MeCN (0.1% TFA) in... Product: COC1=CC=C(C=C1)S(=O)(=O)N1C=C(C2=CC=CN=C12)C=1CCN(CC1)C (1-(4-Methoxybenzenesulfonyl)-3-(1-methyl-1,2,3,6-tetrahydro-4-pyridinyl)-7-azaindole). Starting materials: CN1CCC(=CC1)C1=CNC2=NC=CC=C12 (3-(1-methyl-1,2,3,6-tetrahydro-4-pyridinyl)-1H-7-azaindole), COC1=CC=C(C=C1)S(=O)(=O)Cl (4-methoxybenzenesulfonyl chloride). Reaction SMILES: [CH3:1][N:2]1[CH2:7][CH:6]=[C:5]([C:8]2[C:16]3[C:11](=[N:12][CH:13]=[CH:14][CH:15]=3)[NH:10][CH:9]=2)[CH2:4][CH2:3]1.[CH3:17][O:18][C:19]1[CH:24]=[CH:23][C:22]([S:25](Cl)(=[O:27])=[O:26])=[CH:21][CH:20]=1>>[CH3:17][O:18][C:19]1[CH:20]=[CH:21][C:22]([S:25]([N:10]2[C:11]3[C:16](=[CH:15][CH:14]=[CH:13][N:12]=3)[C:8]([C:5]3[CH2:4][CH2:3][N:2]([CH3:1])[CH2:7][CH:6]=3)=[CH:9]2)(=[O:27])=[O:26])=[CH:23][CH:24]=1. Procedure: (24.1 mg, 54%); from 3-(1-methyl-1,2,3,6-tetrahydro-4-pyridinyl)-1H-7-azaindole (24.9 mg, 0.12 mmol) and 4-methoxybenzenesulfonyl chloride (48.2 mg, 0.23 mmol); HRMS-FAB+ for C20H21N3O3S: calculated MH+:384.13818; found:384.13811. The reactants are O=C([O-])O, Cc1cc(C)c(S(=O)(=O)N(Cc2ccc(OC3CCCCO3)c(C)c2)c2ccc(OCCN3CCCC3)cc2)c(C)c1, CCO, Cl, [Na+]. Product: Cc1cc(C)c(S(=O)(=O)N(Cc2ccc(O)c(C)c2)c2ccc(OCCN3CCCC3)cc2)c(C)c1. Reaction SMILES: [C:47](=[O:48])([OH:49])[O-:50].[CH3:1][c:2]1[c:3]([S:10](=[O:11])(=[O:12])[N:13]([c:14]2[cH:15][cH:16][c:17]([O:20][CH2:21][CH2:22][N:23]3[CH2:24][CH2:25][CH2:26][CH2:27]3)[cH:18][cH:19]2)[CH2:28][c:29]2[cH:30][c:31]([CH3:42])[c:32]([O:35][CH:36]3[CH2:37][CH2:38][CH2:39][CH2:40][O:41]3)[cH:33][cH:34]2)[c:4]([CH3:9])[cH:5][c:6]([CH3:8])[cH:7]1.[CH3:44][CH2:45][OH:46].[ClH:43].[Na+:51]>>[CH3:1][c:2]1[c:3]([S:10](=[O:11])(=[O:12])[N:13]([c:14]2[cH:15][cH:16][c:17]([O:20][CH2:21][CH2:22][N:23]3[CH2:24][CH2:25][CH2:26][CH2:27]3)[cH:18][cH:19]2)[CH2:28][c:29]2[cH:30][c:31]([CH3:42])[c:32]([OH:35])[cH:33][cH:34]2)[c:4]([CH3:9])[cH:5][c:6]([CH3:8])[cH:7]1. Reactants: COc1cc2nccc(Oc3ccc4cc(N)ccc4c3)c2cc1OC, COc1ccccc1C(=O)Cl, ClCCl, [K+], [K+], O=C([O-])[O-]. The product is COc1cc2nccc(Oc3ccc4cc(NC(=O)c5ccccc5OC)ccc4c3)c2cc1OC. RXN SMILES: [CH3:1][O:2][c:3]1[cH:4][c:5]2[c:6]([O:15][c:16]3[cH:17][c:18]4[cH:19][cH:20][c:21]([NH2:26])[cH:22][c:23]4[cH:24][cH:25]3)[cH:7][cH:8][n:9][c:10]2[cH:11][c:12]1[O:13][CH3:14].[CH3:33][O:34][c:35]1[c:36]([C:37](=[O:38])[Cl:39])[cH:40][cH:41][cH:42][cH:43]1.[Cl:44][CH2:45][Cl:46].[K+:27].[K+:28].[O-:29][C:30]([O-:31])=[O:32]>>[CH3:1][O:2][c:3]1[cH:4][c:5]2[c:6]([O:15][c:16]3[cH:17][c:18]4[cH:19][cH:20][c:21]([NH:26][C:37]([c:36]5[c:35]([O:34][CH3:33])[cH:43][cH:42][cH:41][cH:40]5)=[O:38])[cH:22][c:23]4[cH:24][cH:25]3)[cH:7][cH:8][n:9][c:10]2[cH:11][c:12]1[O:13][CH3:14]. The reactants are FC1=NC=CC(=C1)C (2-fluoro-4-methylpyridine), BrN1C(CCC1=O)=O (N-bromosuccinimide). Run in C(Cl)(Cl)(Cl)Cl (carbon tetrachloride). The product is BrCC1=CC(=NC=C1)F (4-bromomethyl-2-fluoropyridine). Isolated yield 24.4%. Reaction SMILES: [F:1][C:2]1[CH:7]=[C:6]([CH3:8])[CH:5]=[CH:4][N:3]=1.[Br:9]N1C(=O)CCC1=O>C(Cl)(Cl)(Cl)Cl>[Br:9][CH2:8][C:6]1[CH:5]=[CH:4][N:3]=[C:2]([F:1])[CH:7]=1. Procedure details: By the method of Example 20, 10 g (0.09 mole) of 2-fluoro-4-methylpyridine and 16 g (0.09 mole) of N-bromosuccinimide were reacted in 90 ml of carbon tetrachloride to produce 4.18 g 4-bromomethyl-2-fluoropyridine. The ir, proton nmr, and 19F nmr spectra were all consistent with the proposed structure. RXN SMILES: [CH2:1]([C:3]1[CH:4]=[C:5]([C:9]2([C:19]#[N:20])[CH:16]3[CH2:17][CH:12]4[CH2:13][CH:14]([CH2:18][CH:10]2[CH2:11]4)[CH2:15]3)[CH:6]=[CH:7][CH:8]=1)[CH3:2].[NH4+:21].[Cl-:22].C[Al](C)C>C1(C)C=CC=CC=1>[ClH:22].[CH2:1]([C:3]1[CH:4]=[C:5]([C:9]2([C:19](=[NH:21])[NH2:20])[CH:10]3[CH2:18][CH:14]4[CH2:13][CH:12]([CH2:17][CH:16]2[CH2:15]4)[CH2:11]3)[CH:6]=[CH:7][CH:8]=1)[CH3:2] |f:1.2,5.6|. The yield is 55.8%. Product: Cl.C(C)C=1C=C(C=CC1)C1(C2CC3CC(CC1C3)C2)C(N)=N (2-(3-ethylphenyl)-2-adamantanecarboximidamide hydrochloride). Run in C1(=CC=CC=C1)C (toluene), C1(=CC=CC=C1)C (toluene). Reported procedure: A solution of 2-(3-ethylphenyl)-2-adamantanecarbonitrile (265 mg, 1 mmol) and NH4Cl (107 mg, 2 mmol) in dry toluene (5 mL) under argon was treated dropwise with 2-M trimethylaluminium in toluene (1.0 mL, 2 mmol), refluxed for 12 h, cooled to room temperature and purified directly by chromatography [SiO2; EtOAc—MeOH (9:1)] to give the title compound (178 mg, 56%) as a white solid: mp >300° C.; IR νmax (Nujol)/cm−1 2921, 2855, 1669, 1454, 1377, 1089, 798, 744 and 704; NMR δH (400 MHz, DMSO-d6) 1.1... Starting materials: C(C)C=1C=C(C=CC1)C1(C2CC3CC(CC1C3)C2)C#N (2-(3-ethylphenyl)-2-adamantanecarbonitrile), [NH4+].[Cl-] (NH4Cl), 2-M, C[Al](C)C (trimethylaluminium). Reactants: CNCCC1=CNC2=CC=CC=C12 (N-methyl-tryptamine), C1(CCCC(=O)O1)=O (glutaric acid anhydride). Run in C1=CC=CC=C1 (benzene). Reaction conditions: temperature 80 celsius, time 3 hour. Product: CN(CCC1=CNC2=CC=CC=C12)C(CCCC(=O)O)=O (N-methyl-N-(4-carboxybutyryl)-tryptamine). The yield is 83.4%. As a reaction SMILES: [CH3:1][NH:2][CH2:3][CH2:4][C:5]1[C:13]2[C:8](=[CH:9][CH:10]=[CH:11][CH:12]=2)[NH:7][CH:6]=1.[C:14]1(=[O:21])[O:20][C:18](=[O:19])[CH2:17][CH2:16][CH2:15]1>C1C=CC=CC=1>[CH3:1][N:2]([C:14](=[O:21])[CH2:15][CH2:16][CH2:17][C:18]([OH:20])=[O:19])[CH2:3][CH2:4][C:5]1[C:13]2[C:8](=[CH:9][CH:10]=[CH:11][CH:12]=2)[NH:7][CH:6]=1. Reported procedure: 8.70 g of N-methyl-tryptamine (i.e., 3-(2-methylaminoethyl)-indole) were dissolved in 100 ml of benzene, and 5.7 g of glutaric acid anhydride were added thereto. The mixture was stirred at 80° C. for 3 hours. After the reaction was completed, the mixture was evaporated to remove solvent. 12.0 g of N-methyl-N-(4-carboxybutyryl)-tryptamine (i.e., 3-[2-(N-methyl-4-carboxybutanamido)ethyl]-indole) were thereby obtained. Yield: 90% Reaction SMILES: Br[C:2]1[CH:3]=[N:4][CH:5]=[CH:6][C:7]=1[CH2:8][CH:9]1[CH2:17][C:16]2[C:11](=[CH:12][CH:13]=[C:14]([CH3:18])[CH:15]=2)[C:10]1=[O:19].[CH2:20]([O:22]C([Sn](CCCC)(CCCC)CCCC)=C)[CH3:21]>>[C:20]([C:2]1[CH:3]=[N:4][CH:5]=[CH:6][C:7]=1[CH2:8][CH:9]1[CH2:17][C:16]2[C:11](=[CH:12][CH:13]=[C:14]([CH3:18])[CH:15]=2)[C:10]1=[O:19])(=[O:22])[CH3:21]. Reported procedure: The title compound 114 is prepared according to the procedure reported in Example 36.5 with compound 105 (750 mg, 2.38 mmol) and (1-ethoxyvinyl)tri(n-butyl)stannane (0.8 mL, 238 mmol) as reactants. White solid. (Yield 398.8 mg, 60%). Yields the product C(C)(=O)C=1C=NC=CC1CC1C(C2=CC=C(C=C2C1)C)=O (2-[(3-acetyl-4-pyridyl)methyl]-5-methyl-indan-1-one). Reactants: BrC=1C=NC=CC1CC1C(C2=CC=C(C=C2C1)C)=O (2-[(3-bromo-4-pyridyl)methyl]-5-methyl-indan-1-one), C(C)OC(=C)[Sn](CCCC)(CCCC)CCCC ((1-ethoxyvinyl)tri(n-butyl)stannane).